From a dataset of the Open Reaction Database (ORD), a public repository of structured organic reaction records. describe an organic reaction: reactants, conditions, products, and yield The reactants are NC1=CC=C(C=C1)C=1N=NOC1 (4-aminophenyl oxadiazole), CN(C)C=O (DMF), N1=CC=CC=C1 (pyridine), ClC(=O)OC1=CC=C(C=C1)[N+](=O)[O-] (p-nitrophenyl chloroformate). Run in C(C)#N (acetonitrile). Run at time 8 hour. Product: O1N=CN=C1C1=CC=C(C=C1)NC(OC1=CC=C(C=C1)[N+](=O)[O-])=O (4-(1,2,4-oxadiazol-5-yl)phenylcarbamic acid, 4-nitrophenyl ester). As a reaction SMILES: [NH2:1][C:2]1[CH:7]=[CH:6][C:5]([C:8]2[N:9]=NOC=2)=[CH:4][CH:3]=1.CN(C=[O:17])C.[N:18]1[CH:23]=CC=CC=1.Cl[C:25]([O:27][C:28]1[CH:33]=[CH:32][C:31]([N+:34]([O-:36])=[O:35])=[CH:30][CH:29]=1)=[O:26]>C(#N)C>[O:17]1[C:8]([C:5]2[CH:4]=[CH:3][C:2]([NH:1][C:25](=[O:26])[O:27][C:28]3[CH:33]=[CH:32][C:31]([N+:34]([O-:36])=[O:35])=[CH:30][CH:29]=3)=[CH:7][CH:6]=2)=[N:9][CH:23]=[N:18]1. Reported procedure: A solution of 4-aminophenyl oxadiazole (0.97 g, 0.006 mol, compound of part A) in acetonitrile (25 mL)/DMF (2 mL) and pyridine (0.50 mL, 0.48 g, 0.006 mol) under argon at 0° C. was treated with p-nitrophenyl chloroformate (1.21 g, 0.006 mol) and was stirred at room temperature overnight. The reaction mixture was concentrated in vacuo and an effort was made to partition the remaining oil between ethyl acetate and 10% citric acid, resulting in separation of a solid insoluble in either phase. The s...